This data is from the Open Reaction Database (ORD), a public repository of structured organic reaction records. The task is: describe an organic reaction: reactants, conditions, products, and yield Starting materials: C(C)N1C=C(C(N2C1=NC1=C2C=CC=C1)=O)C(=O)O (1-ethyl-1,4-dihydro-4-oxo-pyrimido-[1,2-a]benzimidazole-3-carboxylic acid), S(=O)(Cl)Cl (thionyl chloride). Product: C(C)N1C=C(C(N2C1=NC1=C2C=CC=C1)=O)C(=O)NC1=CC=CC=C1 (1-Ethyl-1,4-dihydro-4-oxo-N-phenyl-pyrimido[1,2-a]-benzimidazole-3-carboxamide). Isolated yield 73.0%. As a reaction SMILES: [CH2:1]([N:3]1[C:8]2=[N:9][C:10]3[CH:15]=[CH:14][CH:13]=[CH:12][C:11]=3[N:7]2[C:6](=[O:16])[C:5]([C:17](O)=[O:18])=[CH:4]1)[CH3:2].S(Cl)(Cl)=O>>[CH2:1]([N:3]1[C:8]2=[N:9][C:10]3[CH:15]=[CH:14][CH:13]=[CH:12][C:11]=3[N:7]2[C:6](=[O:16])[C:5]([C:17]([NH:7][C:11]2[CH:12]=[CH:13][CH:14]=[CH:15][CH:10]=2)=[O:18])=[CH:4]1)[CH3:2]. Reported procedure: 0.05 mol. of 1-ethyl-1,4-dihydro-4-oxo-pyrimido-[1,2-a]benzimidazole-3-carboxylic acid is refluxed with stirring in 100 ml. of thionyl chloride. After this time, the chlorinating agent is removed by distillation, the remaining acid chloride is treated with 50 ml. of toluene and again evaporated to dryness. After addition of 100 ml. of toluene, 0.1 mol. of aniline are added and the solution is stirred overnight. The solvent is distilled off and the residue treated with water and filtered. The pro... The reactants are CN(C(C=C)=O)[Si](C)(C)C (N-methyl-N-trimethylsilylacrylamide), C(CCCCCCC)(=O)Cl (octanoyl chloride). Reaction conditions: time 45 minute. Product: CN(C(C=C)=O)C(CCCCCCC)=O (N-methyl-N-octanoylacrylamide). RXN SMILES: [CH3:1][N:2]([Si](C)(C)C)[C:3](=[O:6])[CH:4]=[CH2:5].[C:11](Cl)(=[O:19])[CH2:12][CH2:13][CH2:14][CH2:15][CH2:16][CH2:17][CH3:18]>>[CH3:1][N:2]([C:11](=[O:19])[CH2:12][CH2:13][CH2:14][CH2:15][CH2:16][CH2:17][CH3:18])[C:3](=[O:6])[CH:4]=[CH2:5]. Reported procedure: To 4.1 g (0.0252 mole) of N-methyl-N-trimethylsilylacrylamide was added dropwise 3.66 g of octanoyl chloride at 0° C. After the addition was completed, the mixture was allowed to stir for 45 minutes at room temperature. Complete conversion was indicated by IR after 2 hours and 45 minutes. Reactants: C(CCC)[Li] (n-Butyllithium), BrC=1C=C(OC1)C#N (4-bromofuran-2-carbonitrile), C(CCC)[Sn](CCCC)(CCCC)Cl (tri-n-butylstannyl chloride). The solvent is CCOCC (ether). Run at temperature -78 celsius, time 10 minute. The product is C(CCC)[Sn](C=1C=C(OC1)C#N)(CCCC)CCCC (4-Tri-n-butylstannylfuran-2-carbonitrile). Isolated yield 53.0%. RXN SMILES: C([Li])CCC.Br[C:7]1[CH:8]=[C:9]([C:12]#[N:13])[O:10][CH:11]=1.[CH2:14]([Sn:18](Cl)([CH2:23][CH2:24][CH2:25][CH3:26])[CH2:19][CH2:20][CH2:21][CH3:22])[CH2:15][CH2:16][CH3:17]>CCOCC>[CH2:23]([Sn:18]([CH2:14][CH2:15][CH2:16][CH3:17])([CH2:19][CH2:20][CH2:21][CH3:22])[C:7]1[CH:8]=[C:9]([C:12]#[N:13])[O:10][CH:11]=1)[CH2:24][CH2:25][CH3:26]. Procedure details: n-Butyllithium (1.6M, 3.7 mL, 5.93 mmol) was added to a solution of 4-bromofuran-2-carbonitrile (850 mg, 4.94 mmol) in anhydrous ether (15 mL) stirred at −78° C. under nitrogen. After 10 min, tri-n-butylstannyl chloride (1.61 g, 4.94 mmol) was added, then the reaction mixture was allowed to warm to room temperature, and stirred for another 1 h. The mixture was quenched, and washed with 1N sodium hydroxide, dried through MgSO4, and then the solvent was evaporated to give a brown oily residue. Pur... Reactants: C(C)(C)(C)OC(NCC1=CC=C(C=C1)N)=O (N-(4-aminophenylmethyl)carbamic acid t-butyl ester), I.C1(CC1)NC(SC)=N (N-cyclopropyl-S-methylisothiourea hydroiodide). Run in N1=CC=CC=C1 (pyridine). Product: C(C)(C)(C)OC(NCC1=CC=C(C=C1)NC(=NC1CC1)N)=O (N-(4-(N′-cyclopropylguanidino)phenylmethyl)carbamic acid t-butyl ester). The yield is 11.1%. RXN SMILES: [C:1]([O:5][C:6](=[O:16])[NH:7][CH2:8][C:9]1[CH:14]=[CH:13][C:12]([NH2:15])=[CH:11][CH:10]=1)([CH3:4])([CH3:3])[CH3:2].I.[CH:18]1([NH:21][C:22](=[NH:25])SC)[CH2:20][CH2:19]1>N1C=CC=CC=1>[C:1]([O:5][C:6](=[O:16])[NH:7][CH2:8][C:9]1[CH:10]=[CH:11][C:12]([NH:15][C:22]([NH2:25])=[N:21][CH:18]2[CH2:20][CH2:19]2)=[CH:13][CH:14]=1)([CH3:4])([CH3:2])[CH3:3] |f:1.2|. Procedure: The compound (0.946 g) obtained in Example 82 was added to a mixture of N-cyclopropyl-S-methylisothiourea hydroiodide (1.0 g) and pyridine (10 ml) and heated under reflux for 2 days. The reaction mixture was concentrated under reduced pressure and the residue was purified by silica gel column chromatography (eluent, n-hexane:ethyl acetate=2:1) to give 0.131 g of the titled compound (yield, 12%). The reactants are C(C1=CC=CC=C1)(=O)OC1C(CC(CC1)C1=CN=C(C(=N1)C1=CC(=C(C(=O)OC(C)(C)C)C=C1)F)N(C(=O)OC(C)(C)C)C(=O)OC(C)(C)C)(F)F (tert-butyl 4-(6-(4-(benzoyloxy)-3,3-difluorocyclohexyl)-3-(bis(tert-butoxycarbonyl)amino)pyrazin-2-yl)-2-fluorobenzoate), C(=O)(C(F)(F)F)O (TFA), resultant mixture. The solvent is C(Cl)Cl (DCM). The product is NC=1C(=NC(=CN1)C1CC(C(CC1)OC(C1=CC=CC=C1)=O)(F)F)C1=CC(=C(C(=O)O)C=C1)F (4-(3-amino-6-(4-(benzoyloxy)-3,3-difluorocyclohexyl)pyrazin-2-yl)-2-fluorobenzoic acid). The yield is 100.0%. RXN SMILES: [C:1]([O:9][CH:10]1[CH2:15][CH2:14][CH:13]([C:16]2[N:21]=[C:20]([C:22]3[CH:34]=[CH:33][C:25]([C:26]([O:28]C(C)(C)C)=[O:27])=[C:24]([F:35])[CH:23]=3)[C:19]([N:36](C(OC(C)(C)C)=O)C(OC(C)(C)C)=O)=[N:18][CH:17]=2)[CH2:12][C:11]1([F:52])[F:51])(=[O:8])[C:2]1[CH:7]=[CH:6][CH:5]=[CH:4][CH:3]=1.C(O)(C(F)(F)F)=O>C(Cl)Cl>[NH2:36][C:19]1[C:20]([C:22]2[CH:34]=[CH:33][C:25]([C:26]([OH:28])=[O:27])=[C:24]([F:35])[CH:23]=2)=[N:21][C:16]([CH:13]2[CH2:14][CH2:15][CH:10]([O:9][C:1](=[O:8])[C:2]3[CH:7]=[CH:6][CH:5]=[CH:4][CH:3]=3)[C:11]([F:51])([F:52])[CH2:12]2)=[CH:17][N:18]=1. Reported procedure: To a solution of tert-butyl 4-(6-(4-(benzoyloxy)-3,3-difluorocyclohexyl)-3-(bis(tert-butoxycarbonyl)amino)pyrazin-2-yl)-2-fluorobenzoate (670 mg, 0.921 mmol) in DCM (12 mL) at RT was added TFA (4.96 mL, 64.4 mmol). The resultant mixture was stirred at RT for 2 hours. The mixture was concentrated, diluted with EtOAc, neutralized with NaHCO3 twice, then brine, the organic layer was separated, dried and concentrated to afford the crude product, which was used at the next step directly. (434 mg, 0.9...